The task is: describe an organic reaction: reactants, conditions, products, and yield. This data is from the Open Reaction Database (ORD), a public repository of structured organic reaction records. The reactants are C(O)([O-])=O.[Na+] (sodium hydrogen carbonate), [N+](=O)([O-])C1=C(N)C=CC=C1 (2-nitroaniline), CN1C(=CC2=CC=CC=C12)C=O (1-methylindole carboxaldehyde), [BH-](OC(=O)C)(OC(=O)C)OC(=O)C.[Na+] (NaBH(OAc)3). Run in O1CCCC1 (tetrahydrofuran), C(C)(=O)O (acetic acid). Run at time 8 hour. Yields the product CN1C=C(C2=CC=CC=C12)CNC1=C(C=CC=C1)[N+](=O)[O-] (((1-methylindole-3-yl)methyl)(2-nitrophenyl)amine). Yield: 18.0%. As a reaction SMILES: [N+:1]([C:4]1[CH:10]=[CH:9][CH:8]=[CH:7][C:5]=1[NH2:6])([O-:3])=[O:2].[CH3:11][N:12]1[C:20]2[C:15](=[CH:16][CH:17]=[CH:18][CH:19]=2)[CH:14]=[C:13]1C=O.[BH-](OC(C)=O)(OC(C)=O)O[C:25](C)=O.[Na+].C(=O)([O-])O.[Na+]>O1CCCC1.C(O)(=O)C>[CH3:11][N:12]1[C:20]2[C:15](=[CH:16][CH:17]=[CH:18][CH:19]=2)[C:14]([CH2:25][NH:6][C:5]2[CH:7]=[CH:8][CH:9]=[CH:10][C:4]=2[N+:1]([O-:3])=[O:2])=[CH:13]1 |f:2.3,4.5|. Procedure details: 2-nitroaniline (829 mg, 6 mmol) and 1-methylindole carboxaldehyde (1242 mg, 7.8 mmol) were dissolved in 20 ml of tetrahydrofuran, to which acetic acid (200 μl) and NaBH(OAc)3 (5087 mg, 24 mmol) were sequentially added and stirred at room temperature overnight. A saturated aqueous sodium hydrogen carbonate solution was added thereto, followed by extraction with ethyl acetate, dried with anhydrous sodium sulfate, and the solvent was evaporated. After purification by silica gel column chromatograph... Reactants: C(C)(C)(C)OC(=O)N1CCC2=C(N(N=C2CC1)C(C)C)OS(=O)(=O)C(F)(F)F (2-isopropyl-3-trifluoromethanesulfonyloxy-4,5,7,8-tetrahydro-2H-1,2,6-triaza-azulene-6-carboxylic acid tert-butyl ester), C(#N)C1=CC=C(C=C1)B(O)O (4-cyanophenylboronic acid). Yields the product C(C)(C)N1N=C2CCNCCC2=C1C1=CC=C(C#N)C=C1 (4-(2-Isopropyl-2,4,5,6,7,8-hexahydro-1,2,6-triaza-azulen-3-yl)-benzonitrile). Yield: 70.7%. Reaction SMILES: C(OC([N:8]1[CH2:17][CH2:16][C:15]2[C:11](=[C:12](OS(C(F)(F)F)(=O)=O)[N:13]([CH:18]([CH3:20])[CH3:19])[N:14]=2)[CH2:10][CH2:9]1)=O)(C)(C)C.[C:29]([C:31]1[CH:36]=[CH:35][C:34](B(O)O)=[CH:33][CH:32]=1)#[N:30]>>[CH:18]([N:13]1[C:12]([C:34]2[CH:35]=[CH:36][C:31]([C:29]#[N:30])=[CH:32][CH:33]=2)=[C:11]2[C:15]([CH2:16][CH2:17][NH:8][CH2:9][CH2:10]2)=[N:14]1)([CH3:19])[CH3:20]. Procedure: The title compound (95 mg) was prepared as in Example 177, Steps C and D, using 205 mg of 2-isopropyl-3-trifluoromethanesulfonyloxy-4,5,7,8-tetrahydro-2H-1,2,6-triaza-azulene-6-carboxylic acid tert-butyl ester (Example 189, Step A) and 211 mg of 4-cyanophenylboronic acid. MS (ESI): exact mass calculated for C17H20N4, 280.17. found, m/z 281.4 [M+H]+. 1H NMR (500 MHz, CD3OD): 7.57 (d, J=8.5 Hz, 2H), 7.33 (d, J=8.5 Hz, 2H), 4.36 (m, 1H), 3.42-3.40 (m, 2H), 3.19-3.17 (m, 2H), 2.79-2.77 (m, 2H), 1.40... The reactants are CCOC(=O)C(C)(C)CCCCCBr, CCCC[N+](CCCC)(CCCC)CCCC, CS(C)=O, CCOCC, [H-], [I-], [C-]#[N+]C(CCCC)S(=O)(=O)c1ccc(C)cc1, [Na+], O. Yields the product [C-]#[N+]C(CCCC)(CCCCCC(C)(C)C(=O)OCC)S(=O)(=O)c1ccc(C)cc1. As a reaction SMILES: [Br:3][CH2:4][CH2:5][CH2:6][CH2:7][CH2:8][C:9]([C:10](=[O:11])[O:12][CH2:13][CH3:14])([CH3:15])[CH3:16].[CH2:45]([N+:46]([CH2:47][CH2:48][CH2:49][CH3:50])([CH2:51][CH2:52][CH2:53][CH3:54])[CH2:55][CH2:56][CH2:57][CH3:58])[CH2:59][CH2:60][CH3:61].[CH3:35][S:36]([CH3:37])=[O:38].[CH3:39][CH2:40][O:41][CH2:42][CH3:43].[H-:1].[I-:44].[N+:17](#[C-:18])[CH:19]([CH2:20][CH2:21][CH2:22][CH3:23])[S:24](=[O:25])(=[O:26])[c:27]1[cH:28][cH:29][c:30]([CH3:33])[cH:31][cH:32]1.[Na+:2].[OH2:34]>>[CH2:4]([CH2:5][CH2:6][CH2:7][CH2:8][C:9]([C:10](=[O:11])[O:12][CH2:13][CH3:14])([CH3:15])[CH3:16])[C:19]([N+:17]#[C-:18])([CH2:20][CH2:21][CH2:22][CH3:23])[S:24](=[O:25])(=[O:26])[c:27]1[cH:28][cH:29][c:30]([CH3:33])[cH:31][cH:32]1. The reactants are FC=1C=CC(=C(C1)C=1N2C[C@@H](CC2=C(C1)C(=O)OC)O)C(=O)N1CC2=CC=CC=C2C[C@H]1CN1CCOCC1 (Methyl (2R)-5-(5-fluoro-2-{[(3S)-3-(morpholin-4-ylmethyl)-3,4-dihydroisoquinolin-2(1H)-yl]carbonyl}phenyl)-2-hydroxy-2,3-dihydro-1H-pyrrolizine-7-carboxylate), [H-].[Na+] (sodium hydride), C(C=C)Br (allyl bromide). Run in C1CCOC1 (THF), C1CCOC1 (THF). Reaction conditions: temperature 0 celsius, time 15 minute. Yields the product FC=1C=CC(=C(C1)C=1N2C[C@@H](CC2=C(C1)C(=O)OC)OCC=C)C(=O)N1CC2=CC=CC=C2C[C@H]1CN1CCOCC1 (Methyl (2R)-5-(5-fluoro-2-{[(3S)-3-(morpholin-4-ylmethyl)-3,4-dihydroisoquinolin-2(1H)-yl]carbonyl}phenyl)-2-(prop-2-en-1-yloxy)-2,3-dihydro-1H-pyrrolizine-7-carboxylate). Reaction SMILES: [H-].[Na+].[F:3][C:4]1[CH:5]=[CH:6][C:7]([C:23]([N:25]2[C@H:34]([CH2:35][N:36]3[CH2:41][CH2:40][O:39][CH2:38][CH2:37]3)[CH2:33][C:32]3[C:27](=[CH:28][CH:29]=[CH:30][CH:31]=3)[CH2:26]2)=[O:24])=[C:8]([C:10]2[N:11]3[C:15](=[C:16]([C:18]([O:20][CH3:21])=[O:19])[CH:17]=2)[CH2:14][C@@H:13]([OH:22])[CH2:12]3)[CH:9]=1.[CH2:42](Br)[CH:43]=[CH2:44]>C1COCC1>[F:3][C:4]1[CH:5]=[CH:6][C:7]([C:23]([N:25]2[C@H:34]([CH2:35][N:36]3[CH2:41][CH2:40][O:39][CH2:38][CH2:37]3)[CH2:33][C:32]3[C:27](=[CH:28][CH:29]=[CH:30][CH:31]=3)[CH2:26]2)=[O:24])=[C:8]([C:10]2[N:11]3[C:15](=[C:16]([C:18]([O:20][CH3:21])=[O:19])[CH:17]=2)[CH2:14][C@@H:13]([O:22][CH2:44][CH:43]=[CH2:42])[CH2:12]3)[CH:9]=1 |f:0.1|. Reported procedure: To a suspension of 62 mg (1.54 mmol) of sodium hydride in 8 mL of anhydrous THF cooled to 0° C. there is added a solution of the compound of Step B (820 mg; 1.54 mmol) in THF (6 mL). The suspension is stirred for 15 minutes at 0° C. There is subsequently added 0.15 mL (1.69 mmol) of allyl bromide, dropwise. The reaction mixture is stirred for 5 hours at ambient temperature, and then hydrolysed with a saturated aqueous sodium bicarbonate solution and extracted with dichloromethane. The organic ph... Reactants: C(C1=CC=CC=C1)OC(=O)N[C@@H]1CC[C@H](CC1)C(=O)N1CC2=CC=C(C=C2C1)CO (N-benzyloxycarbonyl-trans-4-[(5-hydroxymethyl-2-isoindolinyl)carbonyl]cyclohexylamine). The reagents and catalysts are [O-2].[O-2].[Mn+4] (manganese dioxide). Run in C(Cl)(Cl)Cl (chloroform). Reaction conditions: time 4 hour. Yields the product C(C1=CC=CC=C1)OC(=O)N[C@@H]1CC[C@H](CC1)C(=O)N1CC2=CC=C(C=C2C1)C=O (N-benzyloxycarbonyl-trans-4-[(5-formyl-2-isoindolinyl)carbonyl]cyclohexylamine). As a reaction SMILES: [CH2:1]([O:8][C:9]([NH:11][C@H:12]1[CH2:17][CH2:16][C@H:15]([C:18]([N:20]2[CH2:28][C:27]3[C:22](=[CH:23][CH:24]=[C:25]([CH2:29][OH:30])[CH:26]=3)[CH2:21]2)=[O:19])[CH2:14][CH2:13]1)=[O:10])[C:2]1[CH:7]=[CH:6][CH:5]=[CH:4][CH:3]=1>[O-2].[O-2].[Mn+4].C(Cl)(Cl)Cl>[CH2:1]([O:8][C:9]([NH:11][C@H:12]1[CH2:17][CH2:16][C@H:15]([C:18]([N:20]2[CH2:28][C:27]3[C:22](=[CH:23][CH:24]=[C:25]([CH:29]=[O:30])[CH:26]=3)[CH2:21]2)=[O:19])[CH2:14][CH2:13]1)=[O:10])[C:2]1[CH:3]=[CH:4][CH:5]=[CH:6][CH:7]=1 |f:1.2.3|. Reported procedure: 20 g of manganese dioxide was added to 120 ml of a chloroform solution containing 4.0 g of N-benzyloxycarbonyl-trans-4-[(5-hydroxymethyl-2-isoindolinyl)carbonyl]cyclohexylamine, and the mixture was stirred at room temperature for 4 hours. Manganese dioxide was removed by filtration through Celite and the solvent was removed under reduced pressure. The residue was suspended in hexane-ethyl acetate and the crystals were collected by filtration to obtain N-benzyloxycarbonyl-trans-4-[(5-formyl-2-iso...